From a dataset of the Open Reaction Database (ORD), a public repository of structured organic reaction records. describe an organic reaction: reactants, conditions, products, and yield Starting materials: C(C1=CC=CC=C1)N1CC(CC1)=O (1-benzyl-3-pyrrolidinone), [Cl-].[NH4+] (ammonium chloride), [C-]#N.[K+] (potassium cyanide). The product is NC1(CN(CC1)CC1=CC=CC=C1)C#N ((±)-3-amino-1-benzyl-3-cyanopyrrolidine). RXN SMILES: [CH2:1]([N:8]1[CH2:12][CH2:11][C:10](=O)[CH2:9]1)[C:2]1[CH:7]=[CH:6][CH:5]=[CH:4][CH:3]=1.[Cl-].[NH4+:15].[C-:16]#[N:17].[K+]>>[NH2:15][C:10]1([C:16]#[N:17])[CH2:11][CH2:12][N:8]([CH2:1][C:2]2[CH:7]=[CH:6][CH:5]=[CH:4][CH:3]=2)[CH2:9]1 |f:1.2,3.4|. Procedure details: According to a particular variant of embodiment of this synthesis process, 1-benzyl-3-pyrrolidinone is treated with an ammoniacal solution of ammonium chloride and of potassium cyanide to obtain (±)-3-amino-1-benzyl-3-cyanopyrrolidine. This compound is then converted by acid or basic hydrolysis to (±)-3-amino-1-benzyl-3-pyrrolidinecarboxylic acid, and lastly a reduction with hydrogen, preferably a catalytic hydrogenolysis, is carried out to obtain (±)-3-amino-3-pyrrolidinecarboxylic acid or (±)-... The reactants are C(CCC)I (n-butyliodide), SC1=NC(=CC(=N1)O)O (2-mercapto-4,6-dihydroxy-pyrimidine), Cl (hydrochloric acid). Solvent: 2-n, [OH-].[Na+] (sodium hydroxide). Yields the product C(CCC)SC1=NC(=CC(=N1)O)O (2-n-butylthio-4,6-dihydroxy-pyrimidine). RXN SMILES: [CH2:1](I)[CH2:2][CH2:3][CH3:4].[SH:6][C:7]1[N:12]=[C:11]([OH:13])[CH:10]=[C:9]([OH:14])[N:8]=1.Cl>[OH-].[Na+]>[CH2:1]([S:6][C:7]1[N:12]=[C:11]([OH:13])[CH:10]=[C:9]([OH:14])[N:8]=1)[CH2:2][CH2:3][CH3:4] |f:3.4|. Procedure details: An amount of 184.1 g of n-butyliodide is added to 144.2 g of 2-mercapto-4,6-dihydroxy-pyrimidine dissolved in 1000 ml of 2-n aqueous sodium hydroxide solution, and the whole heated for 2 hours at 85°-90°C. After cooling, the reaction mixture is rendered acid, to a congo-red indicator, with ice and concentrated hydrochloric acid. The 2-n-butylthio-4,6-dihydroxy-pyrimidine obtained as a precipitate is separated and dried. Product: BrCc1ccc(OCC(c2ccccc2)c2ccccc2)cc1. The reactants are CCC(O)c1ccc(OCC(c2ccccc2)c2ccccc2)cc1, CO, O, BrP(Br)Br. RXN SMILES: [CH2:1]([CH:3]([OH:2])[c:4]1[cH:5][cH:6][c:7]([O:10][CH2:11][CH:12]([c:13]2[cH:14][cH:15][cH:16][cH:17][cH:18]2)[c:19]2[cH:20][cH:21][cH:22][cH:23][cH:24]2)[cH:8][cH:9]1)[CH3:25].[CH3:30][OH:31].[OH2:32].[P:26]([Br:27])([Br:28])[Br:29]>>[CH2:3]([c:4]1[cH:5][cH:6][c:7]([O:10][CH2:11][CH:12]([c:13]2[cH:14][cH:15][cH:16][cH:17][cH:18]2)[c:19]2[cH:20][cH:21][cH:22][cH:23][cH:24]2)[cH:8][cH:9]1)[Br:27]. Starting materials: C1CCOC1, CC(=O)Cl, NS(=O)(=O)c1ccc(S(=O)(=O)CCCO)s1, c1ccncc1. Yields the product CC(=O)OCCCS(=O)(=O)c1ccc(S(N)(=O)=O)s1. RXN SMILES: [CH2:27]1[O:28][CH2:29][CH2:30][CH2:31]1.[CH3:23][C:24]([Cl:25])=[O:26].[OH:1][CH2:2][CH2:3][CH2:4][S:5](=[O:6])(=[O:7])[c:8]1[cH:9][cH:10][c:11]([S:13](=[O:14])(=[O:15])[NH2:16])[s:12]1.[cH:17]1[cH:18][cH:19][n:20][cH:21][cH:22]1>>[O:1]([CH2:2][CH2:3][CH2:4][S:5](=[O:6])(=[O:7])[c:8]1[cH:9][cH:10][c:11]([S:13](=[O:14])(=[O:15])[NH2:16])[s:12]1)[C:24]([CH3:23])=[O:26]. The reactants are O=C([O-])O, COCCOCCOC, O=C1CN=C(c2ccccc2)c2cc(Cl)sc2N1, [Na+], S=P12SP3(=S)SP(=S)(S1)SP(=S)(S2)S3. The product is S=C1CN=C(c2ccccc2)c2cc(Cl)sc2N1. As a reaction SMILES: [C:33](=[O:34])([OH:35])[O-:36].[CH3:38][O:39][CH2:40][CH2:41][O:42][CH2:43][CH2:44][O:45][CH3:46].[Cl:1][c:2]1[cH:3][c:4]2[c:5]([s:18]1)[NH:6][C:7](=[O:17])[CH2:8][N:9]=[C:10]2[c:11]1[cH:12][cH:13][cH:14][cH:15][cH:16]1.[Na+:37].[P:19]12(=[S:20])[S:21][P:22]3(=[S:32])[S:23][P:24](=[S:30])([S:25][P:26](=[S:29])([S:27]3)[S:28]1)[S:31]2>>[Cl:1][c:2]1[cH:3][c:4]2[c:5]([s:18]1)[NH:6][C:7](=[S:20])[CH2:8][N:9]=[C:10]2[c:11]1[cH:12][cH:13][cH:14][cH:15][cH:16]1. The reactants are ClC1=CC=C2C(=CN(C2=C1)CC(=O)O)C(=O)N1CCC(CC1)C1=C(C=CC=C1OC)OC ({6-chloro-3-[4-(2,6-dimethoxy-phenyl)-piperidine-1-carbonyl]-indol-1-yl}-acetic acid), C(C)(C)(C)OC(=O)N1CCNCC1 (piperazine-1-carboxylic acid tert-butyl ester), C(=O)(C(F)(F)F)O (TFA). Yields the product ClC1=CC=C2C(=CN(C2=C1)CC(=O)N1CCNCC1)C(=O)N1CCC(CC1)C1=C(C=CC=C1OC)OC (2-{6-Chloro-3-[4-(2,6-dimethoxy-phenyl)-piperidine-1-carbonyl]-indol-1-yl}-1-piperazin-1-yl-ethanone). Reaction SMILES: [Cl:1][C:2]1[CH:10]=[C:9]2[C:5]([C:6]([C:15]([N:17]3[CH2:22][CH2:21][CH:20]([C:23]4[C:28]([O:29][CH3:30])=[CH:27][CH:26]=[CH:25][C:24]=4[O:31][CH3:32])[CH2:19][CH2:18]3)=[O:16])=[CH:7][N:8]2[CH2:11][C:12]([OH:14])=O)=[CH:4][CH:3]=1.C(OC([N:40]1[CH2:45][CH2:44][NH:43][CH2:42][CH2:41]1)=O)(C)(C)C.C(O)(C(F)(F)F)=O>>[Cl:1][C:2]1[CH:10]=[C:9]2[C:5]([C:6]([C:15]([N:17]3[CH2:18][CH2:19][CH:20]([C:23]4[C:28]([O:29][CH3:30])=[CH:27][CH:26]=[CH:25][C:24]=4[O:31][CH3:32])[CH2:21][CH2:22]3)=[O:16])=[CH:7][N:8]2[CH2:11][C:12]([N:40]2[CH2:45][CH2:44][NH:43][CH2:42][CH2:41]2)=[O:14])=[CH:4][CH:3]=1. Procedure: Analogous to general procedure I, the coupling of {6-chloro-3-[4-(2,6-dimethoxy-phenyl)-piperidine-1-carbonyl]-indol-1-yl}-acetic acid (prepared herein) with (commercially available) piperazine-1-carboxylic acid tert-butyl ester gave, after treatment with TFA and neutralisation, the title compound.